Dataset: the Open Reaction Database (ORD), a public repository of structured organic reaction records. Task: describe an organic reaction: reactants, conditions, products, and yield The reactants are S1C(=CC=C1)CCN (2-thienylethylamine), ClC(C)Cl (Dichloroethane), C=O (paraformaldehyde). Run in O (Water), O (water). Conditions: temperature 30 celsius, time 5 minute. The product is Cl.S1C=CC=2CNCCC21 (4,5,6,7-tetrahydrothieno(3,2-c)pyridine hydrochloride). Isolated yield 90.0%. RXN SMILES: [S:1]1[CH:5]=[CH:4][CH:3]=[C:2]1[CH2:6][CH2:7][NH2:8].[Cl:9][CH:10](Cl)C.C=O>O>[ClH:9].[S:1]1[C:2]2[CH2:6][CH2:7][NH:8][CH2:10][C:3]=2[CH:4]=[CH:5]1 |f:4.5|. Reported procedure: 100 gm. of 2-thienylethylamine was charged in a 1 liter reaction vessel equipped with a dean stark assembly for azeotropic removal of water. Dichloroethane (600 ml.) was added and the mixture stirred for 5 minutes. 26.4 gm. paraformaldehyde was added and the reaction mass was heated to reflux. Water formed in the reaction was continuously removed. After 4 hours the reaction mass was cooled to 30° C. and 133 ml. of 6.6N hydrochloric acid solution in dimethyl formamide was added. The reaction mass... Reactants: c1ccc(SCC2CO2)cc1, [Li]CCCC, Cc1cccnc1, CC(C)NC(C)C, C1CCOC1, O. RXN SMILES: [CH2:20]([CH:21]1[CH2:22][O:23]1)[S:24][c:25]1[cH:26][cH:27][cH:28][cH:29][cH:30]1.[CH2:8]([Li:9])[CH2:10][CH2:11][CH3:12].[CH3:13][c:14]1[cH:15][cH:16][cH:17][n:18][cH:19]1.[CH:1]([NH:2][CH:3]([CH3:4])[CH3:5])([CH3:6])[CH3:7].[O:31]1[CH2:32][CH2:33][CH2:34][CH2:35]1.[OH2:36]>>[CH2:13]([c:14]1[cH:15][cH:16][cH:17][n:18][cH:19]1)[CH2:22][CH:21]([CH2:20][S:24][c:25]1[cH:26][cH:27][cH:28][cH:29][cH:30]1)[OH:23]. Product: OC(CCc1cccnc1)CSc1ccccc1. The reactants are c1nc(N2CCNCC2)c(C2CC2)cc1C1CC1, Cc1cc(F)ncc1C(=O)O. Yields the product Cc1cc(F)ncc1C(=O)N1CCN(c2ncc(C3CC3)cc2C2CC2)CC1. As a reaction SMILES: [CH:12]1([c:15]2[c:16]([N:24]3[CH2:25][CH2:26][NH:27][CH2:28][CH2:29]3)[n:17][cH:18][c:19]([CH:21]3[CH2:22][CH2:23]3)[cH:20]2)[CH2:13][CH2:14]1.[F:1][c:2]1[n:3][cH:4][c:5]([C:6](=[O:7])[OH:8])[c:9]([CH3:11])[cH:10]1>>[F:1][c:2]1[n:3][cH:4][c:5]([C:6](=[O:8])[N:27]2[CH2:26][CH2:25][N:24]([c:16]3[c:15]([CH:12]4[CH2:13][CH2:14]4)[cH:20][c:19]([CH:21]4[CH2:22][CH2:23]4)[cH:18][n:17]3)[CH2:29][CH2:28]2)[c:9]([CH3:11])[cH:10]1. Starting materials: C1CCOC1, CS(C)=O, C[S+](C)C, O=C(c1ccc(F)cc1)C1CC1, [H-], [I-], [Na+], O. Yields the product Fc1ccc(C2(C3CC3)CO2)cc1. As a reaction SMILES: [CH2:24]1[O:25][CH2:26][CH2:27][CH2:28]1.[CH3:1][S:2]([CH3:3])=[O:4].[CH3:8][S+:9]([CH3:10])[CH3:11].[CH:12]1([C:15](=[O:16])[c:17]2[cH:18][cH:19][c:20]([F:23])[cH:21][cH:22]2)[CH2:13][CH2:14]1.[H-:6].[I-:7].[Na+:5].[OH2:29]>>[CH2:8]1[C:15]([CH:12]2[CH2:13][CH2:14]2)([c:17]2[cH:18][cH:19][c:20]([F:23])[cH:21][cH:22]2)[O:16]1. Starting materials: O=C(Nc1ccc(Br)cn1)c1cccc(OCc2ccccc2)c1[N+](=O)[O-], Cc1cc(C)c(C)c(C)c1C, O=C(O)C(F)(F)F. The product is O=C(Nc1ccc(Br)cn1)c1cccc(O)c1[N+](=O)[O-]. As a reaction SMILES: [CH2:1]([c:2]1[cH:3][cH:4][cH:5][cH:6][cH:7]1)[O:8][c:9]1[c:10]([N+:25](=[O:26])[O-:27])[c:11]([C:12](=[O:13])[NH:14][c:15]2[n:16][cH:17][c:18]([Br:21])[cH:19][cH:20]2)[cH:22][cH:23][cH:24]1.[CH3:28][c:29]1[c:30]([CH3:31])[c:32]([CH3:33])[c:34]([CH3:35])[c:36]([CH3:37])[cH:38]1.[OH:39][C:40]([C:41]([F:42])([F:43])[F:44])=[O:45]>>[OH:8][c:9]1[c:10]([N+:25](=[O:26])[O-:27])[c:11]([C:12](=[O:13])[NH:14][c:15]2[n:16][cH:17][c:18]([Br:21])[cH:19][cH:20]2)[cH:22][cH:23][cH:24]1. The reactants are N(=C=S)CCCOC=1C=C2C=CC(NC2=CC1)=O (6-(3-isothiocyanato-propoxy)carbostyril), C1(CCCCCCC1)N(CCN1CCC(CC1)OCOC)C (1-[2-(cyclooctyl-methylamino)ethyl]-4-methoxymethoxypiperidine), C(Cl)(Cl)Cl (chloroform). The product is COCOC1CCN(CC1)CCN(CC1CCCCCCC1)C(CCOC=1C=C2C=CC(NC2=CC1)=O)N=C=S (6-[3-{N-2-(4-methoxymethoxy-1-piperidinyl)ethyl-N-cyclooctylmethylamino}-thiocarbonylaminopropoxy]carbostyril). As a reaction SMILES: [N:1]([CH2:4][CH2:5][CH2:6][O:7][C:8]1[CH:9]=[C:10]2[C:15](=[CH:16][CH:17]=1)[NH:14][C:13](=[O:18])[CH:12]=[CH:11]2)=[C:2]=[S:3].[CH:19]1([N:27](C)[CH2:28][CH2:29][N:30]2[CH2:35][CH2:34][CH:33]([O:36][CH2:37][O:38][CH3:39])[CH2:32][CH2:31]2)[CH2:26][CH2:25][CH2:24][CH2:23][CH2:22][CH2:21][CH2:20]1.[CH:41](Cl)(Cl)Cl>>[CH3:39][O:38][CH2:37][O:36][CH:33]1[CH2:32][CH2:31][N:30]([CH2:29][CH2:28][N:27]([CH:4]([N:1]=[C:2]=[S:3])[CH2:5][CH2:6][O:7][C:8]2[CH:9]=[C:10]3[C:15](=[CH:16][CH:17]=2)[NH:14][C:13](=[O:18])[CH:12]=[CH:11]3)[CH2:19][CH:26]2[CH2:41][CH2:20][CH2:21][CH2:22][CH2:23][CH2:24][CH2:25]2)[CH2:35][CH2:34]1. Reported procedure: A solution of 0.22 g of 6-(3-isothiocyanato-propoxy)carbostyril and 0.3 g of 1-[2-(cyclooctyl-methylamino)ethyl]-4-methoxymethoxypiperidine in 30 ml of chloroform was stirred at room temperature for 5 hours. The solvent was removed by distillation under reduced pressure. The resulting residue was purified by a silica gel column chromatography (eluant: 3% methanol/dichloromethane) to obtain 0.36 g of 6-[3-{N-2-(4-methoxymethoxy-1-piperidinyl)ethyl-N-cyclooctylmethylamino}-thiocarbonylaminopropoxy... Yields the product [N+](=O)([O-])C1=CC=C(C=C1)N1CCC(CC1)C(=O)OCC (Ethyl 1-(4-nitrophenyl)piperidine-4-carboxylate). Reported procedure: To a solution of 1-fluoro-4-nitrobenzene (3.0 g, 21 mmol) in DMSO (30 mL) was added ethyl piperidine-4-carboxylate (5.0 g, 32 mmol) and K2CO3 (5.9 g, 43 mmol). The resulting mixture was stirred at 100° C. for 8 h, and allowed to cool to rt. EtOAc (300 mL) was added. The organic layer was washed with water (3×100 mL) and brine, dried over Na2SO4, filtered and concentrated to give a residue, which was purified by flash column chromatography on silica gel (EtOAc/petroleum ether (1:2 v/v)). Compound... Reaction SMILES: F[C:2]1[CH:7]=[CH:6][C:5]([N+:8]([O-:10])=[O:9])=[CH:4][CH:3]=1.[NH:11]1[CH2:16][CH2:15][CH:14]([C:17]([O:19][CH2:20][CH3:21])=[O:18])[CH2:13][CH2:12]1.C([O-])([O-])=O.[K+].[K+].CCOC(C)=O>CS(C)=O>[N+:8]([C:5]1[CH:6]=[CH:7][C:2]([N:11]2[CH2:16][CH2:15][CH:14]([C:17]([O:19][CH2:20][CH3:21])=[O:18])[CH2:13][CH2:12]2)=[CH:3][CH:4]=1)([O-:10])=[O:9] |f:2.3.4|. Conditions: temperature 100 celsius, time 8 hour. Run in CS(=O)C (DMSO). The reactants are FC1=CC=C(C=C1)[N+](=O)[O-] (1-fluoro-4-nitrobenzene), N1CCC(CC1)C(=O)OCC (ethyl piperidine-4-carboxylate), C(=O)([O-])[O-].[K+].[K+] (K2CO3), CCOC(=O)C (EtOAc).